From a dataset of the Open Reaction Database (ORD), a public repository of structured organic reaction records. describe an organic reaction: reactants, conditions, products, and yield The reactants are ( 4 ), hydrochloride salt, N=C1N(CCC1)C (2-imino-1-methylpyrrolidine), ClC1=C(C(=CC(=C1)Cl)Cl)N=C=O (2,4,6-trichlorophenylisocyanate). Run in C1=CC=CC=C1 (benzene), C1=CC=CC=C1 (benzene). The product is ClC1=C(C(=CC(=C1)Cl)Cl)NC(=O)N=C1N(CCC1)C (1-(2,4,6-trichlorophenyl)-3-(1-methyl-2-pyrrolidylidene)urea). RXN SMILES: [NH:1]=[C:2]1[CH2:6][CH2:5][CH2:4][N:3]1[CH3:7].[Cl:8][C:9]1[CH:14]=[C:13]([Cl:15])[CH:12]=[C:11]([Cl:16])[C:10]=1[N:17]=[C:18]=[O:19]>C1C=CC=CC=1>[Cl:8][C:9]1[CH:14]=[C:13]([Cl:15])[CH:12]=[C:11]([Cl:16])[C:10]=1[NH:17][C:18]([N:1]=[C:2]1[CH2:6][CH2:5][CH2:4][N:3]1[CH3:7])=[O:19]. Reported procedure: The hydrochloride salt of 2-imino-1-methylpyrrolidine (5.52 g., 0.041 mole) is converted to free base in benzene in the usual manner. Then 9.08 g. (0.041 mole) of 2,4,6-trichlorophenylisocyanate [made according to the method of K. Inukai and Y. Maki, Kogyo Kagaku Zasshi, 70 (4), 491-4 (1967)] dissolved in anhydrous benzene is added with stirring. The reaction mixture is stirred for 2 hours and the solvent is evaporated in vacuo to give a solid residue of 1-(2,4,6-trichlorophenyl)-3-(1-methyl-2-p...